From a dataset of the Open Reaction Database (ORD), a public repository of structured organic reaction records. describe an organic reaction: reactants, conditions, products, and yield The reactants are Cc1ccccc1, O=Cc1ccccc1, Nc1ccc(O)c(C(=O)O)c1. Yields the product O=C(O)c1cc(N=Cc2ccccc2)ccc1O. As a reaction SMILES: [CH3:20][c:21]1[cH:22][cH:23][cH:24][cH:25][cH:26]1.[CH:12](=[O:13])[c:14]1[cH:15][cH:16][cH:17][cH:18][cH:19]1.[OH:1][c:2]1[c:3]([C:4](=[O:5])[OH:6])[cH:7][c:8]([NH2:11])[cH:9][cH:10]1>>[OH:1][c:2]1[c:3]([C:4](=[O:5])[OH:6])[cH:7][c:8]([N:11]=[CH:12][c:14]2[cH:15][cH:16][cH:17][cH:18][cH:19]2)[cH:9][cH:10]1. Reactants: ClCCl, Cl, CC(C)(C)OC(=O)N1CCN(CCCN2c3ccccc3N(c3ccc(F)c(F)c3)S2(=O)=O)CC1, C1COCCO1. Product: O=S1(=O)N(CCCN2CCNCC2)c2ccccc2N1c1ccc(F)c(F)c1. RXN SMILES: [Cl:37][CH2:38][Cl:39].[ClH:36].[F:1][c:2]1[cH:3][c:4]([N:9]2[S:10](=[O:34])(=[O:35])[N:11]([CH2:18][CH2:19][CH2:20][N:21]3[CH2:22][CH2:23][N:24]([C:27]([O:28][C:29]([CH3:30])([CH3:31])[CH3:32])=[O:33])[CH2:25][CH2:26]3)[c:12]3[c:13]2[cH:14][cH:15][cH:16][cH:17]3)[cH:5][cH:6][c:7]1[F:8].[O:40]1[CH2:41][CH2:42][O:43][CH2:44][CH2:45]1>>[F:1][c:2]1[cH:3][c:4]([N:9]2[S:10](=[O:34])(=[O:35])[N:11]([CH2:18][CH2:19][CH2:20][N:21]3[CH2:22][CH2:23][NH:24][CH2:25][CH2:26]3)[c:12]3[c:13]2[cH:14][cH:15][cH:16][cH:17]3)[cH:5][cH:6][c:7]1[F:8]. Reactants: CCOC(=O)CBr, Oc1cccc(F)c1, [H-], [Na+], CN(C)C=O. Yields the product CCOC(=O)COc1cccc(F)c1. Reaction SMILES: [Br:11][CH2:12][C:13](=[O:14])[O:15][CH2:16][CH3:17].[F:3][c:4]1[cH:5][c:6]([OH:10])[cH:7][cH:8][cH:9]1.[H-:1].[Na+:2].[O:18]=[CH:19][N:20]([CH3:21])[CH3:22]>>[F:3][c:4]1[cH:5][c:6]([O:10][CH2:12][C:13](=[O:14])[O:15][CH2:16][CH3:17])[cH:7][cH:8][cH:9]1. The reactants are C(CC=C)C1=CC(=CC(=N1)N1C(=CC=C1C)C)C (6-(3-buten-1-yl)-4-methyl-2-(2,5-dimethylpyrrol-1-yl)pyridine), Cl.NO (hydroxylamine hydrochloride), C(C)(=O)OCC.ClCCl (ethyl acetate dichloromethane). The solvent is C(C)O (ethanol), O (water), C(C)OCC (ethyl ether). Reaction conditions: temperature 100 celsius. The product is NC1=NC(=CC(=C1)C)CCC=C (2-amino-6-(3-buten-1-yl)-4-methylpyridine). Yield: 82.6%. Reaction SMILES: [CH2:1]([C:5]1[N:10]=[C:9]([N:11]2C(C)=CC=C2C)[CH:8]=[C:7]([CH3:18])[CH:6]=1)[CH2:2][CH:3]=[CH2:4].Cl.NO.C(OCC)(=O)C.ClCCl>C(O)C.O.C(OCC)C>[NH2:11][C:9]1[CH:8]=[C:7]([CH3:18])[CH:6]=[C:5]([CH2:1][CH2:2][CH:3]=[CH2:4])[N:10]=1 |f:1.2,3.4|. Procedure details: A mixture of 147 mg (0.612 mmol) of 6-(3-buten-1-yl)-4-methyl-2-(2,5-dimethylpyrrol-1-yl)pyridine and 215 mg (3.09 mmol) of hydroxylamine hydrochloride in 1.6 mL of 95% ethanol and 0.6 mL of water was heated overnight in a 100° C. oil bath. After cooling to room temperature, the solution was diluted with 25 mL of ethyl ether and washed with 15 mL of 2.5 N aqueous sodium hydroxide followed by 15 mL of saturated aqueous sodium chloride. The aqueous layers were extracted in succession with 25 mL of... The reactants are [Al+3], ClCCl, COc1ccccc1CC(CC(=O)O)c1ccccc1, [Cl-], [Cl-], [Cl-], O=S(Cl)Cl. Yields the product COc1cccc2c1CC(c1ccccc1)CC2=O. As a reaction SMILES: [Al+3:22].[CH2:29]([Cl:30])[Cl:31].[CH3:1][O:2][c:3]1[c:4]([CH2:9][CH:10]([CH2:11][C:12](=[O:13])[OH:14])[c:15]2[cH:16][cH:17][cH:18][cH:19][cH:20]2)[cH:5][cH:6][cH:7][cH:8]1.[Cl-:21].[Cl-:23].[Cl-:24].[S:25]([Cl:26])([Cl:27])=[O:28]>>[CH3:1][O:2][c:3]1[c:4]2[c:5]([cH:6][cH:7][cH:8]1)[C:12](=[O:14])[CH2:11][CH:10]([c:15]1[cH:16][cH:17][cH:18][cH:19][cH:20]1)[CH2:9]2. Reactants: NN1CCCC1 (aminopyrrolidine), ClC=1N=C(C=2C(N1)=CSC2)N(C)C (2-chloro-N,N-dimethylthieno[3,4-d]pyrimidin-4-amine), (±)-BINAP, N[C@@H]1CN(C[C@H]1O)C(CC1=CC=C(C=C1)OC(F)(F)F)=O (1-((3R,4R)-3-amino-4-hydroxypyrrolidin-1-yl)-2-(4-trifluoromethoxyphenyl)ethanone), CC(C)([O-])C.[Na+] (sodium t-butoxide). The reagents and catalysts are C=1C=CC(=CC1)/C=C/C(=O)/C=C/C2=CC=CC=C2.C=1C=CC(=CC1)/C=C/C(=O)/C=C/C2=CC=CC=C2.C=1C=CC(=CC1)/C=C/C(=O)/C=C/C2=CC=CC=C2.[Pd].[Pd] (Pd2(dba)3). Solvent: O1CCOCC1 (1,4-dioxane), C(C)(=O)OCC (ethyl acetate), O (water). Reaction conditions: time 12 hour. Yields the product CN(C=1C=2C(N=C(N1)N[C@@H]1CN(C[C@H]1O)C(CC1=CC=C(C=C1)OC(F)(F)F)=O)=CSC2)C (1-((3R,4R)-3-(4-dimethylaminothieno[3,4-d]pyrimidin-2-ylamino)-4-hydroxypyrrolidin-1-yl)-2-(4-trifluoromethoxyphenyl)ethanone). Isolated yield 10.5%. RXN SMILES: NN1CCCC1.Cl[C:8]1[N:9]=[C:10]([N:17]([CH3:19])[CH3:18])[C:11]2[C:12](=[CH:14][S:15][CH:16]=2)[N:13]=1.[NH2:20][C@H:21]1[C@H:25]([OH:26])[CH2:24][N:23]([C:27](=[O:40])[CH2:28][C:29]2[CH:34]=[CH:33][C:32]([O:35][C:36]([F:39])([F:38])[F:37])=[CH:31][CH:30]=2)[CH2:22]1.CC(C)([O-])C.[Na+]>C(OCC)(=O)C.O.C1C=CC(/C=C/C(/C=C/C2C=CC=CC=2)=O)=CC=1.C1C=CC(/C=C/C(/C=C/C2C=CC=CC=2)=O)=CC=1.C1C=CC(/C=C/C(/C=C/C2C=CC=CC=2)=O)=CC=1.[Pd].[Pd].O1CCOCC1>[CH3:18][N:17]([CH3:19])[C:10]1[C:11]2[C:12](=[CH:14][S:15][CH:16]=2)[N:13]=[C:8]([NH:20][C@H:21]2[C@H:25]([OH:26])[CH2:24][N:23]([C:27](=[O:40])[CH2:28][C:29]3[CH:30]=[CH:31][C:32]([O:35][C:36]([F:37])([F:38])[F:39])=[CH:33][CH:34]=3)[CH2:22]2)[N:9]=1 |f:3.4,7.8.9.10.11|. Reported procedure: To a solution of 50% aqueous dimethyl amine (0.13 g) in ethanol (5 mL) were added 2,4-dichlorothieno[3,4-d]pyrimidine (0.20 g) and triethylamine (0.10 g) at room temperature, and the mixture was stirred for 2 h. The reaction mixture was concentrated under reduced pressure and diluted with chloroform and water, and then the aqueous layer was extracted with chloroform. The organic layer was washed with 1 M hydrochloric acid and saturated brine, then the organic layer was dried with anhydrous magne... Starting materials: NC[C@@](CCC)(O)C1=CC=CC=C1 ((S)-1-amino-2-phenylpentan-2-ol), C1(=CC=CC=C1)[C@@](CN[C@@H](C)C1=CC=CC=C1)(CCC)O ((2R)-2-phenyl-1-{[(1S)-1-phenylethyl]amino}pentan-2-ol). The product is NC[C@](CCC)(O)C1=CC=CC=C1 ((R)-1-amino-2-phenylpentan-2-ol). As a reaction SMILES: [NH2:1][CH2:2][C@:3]([C:8]1[CH:13]=[CH:12][CH:11]=[CH:10][CH:9]=1)([OH:7])[CH2:4][CH2:5][CH3:6].C1([C@](O)(CCC)CN[C@H](C2C=CC=CC=2)C)C=CC=CC=1>>[NH2:1][CH2:2][C@@:3]([C:8]1[CH:13]=[CH:12][CH:11]=[CH:10][CH:9]=1)([OH:7])[CH2:4][CH2:5][CH3:6]. Reported procedure: Following the same procedure used for the preparation of (S)-1-amino-2-phenylpentan-2-ol, (2R)-2-phenyl-1-{[(1S)-1-phenylethyl]amino}pentan-2-ol (1.364 g, 4.81 mmol) afforded the desired product (0.768 g, 89%) as an oil: 1H NMR (400 MHz, CDCl3) δ ppm 7.36-7.41 (2H, m), 7.33 (2H, t, J=7.71 Hz), 7.18-7.24 (1H, m), 3.11 (1H, d, J=12.38 Hz), 2.84 (1H, d, J=12.38 Hz), 2.39 (3H, s), 1.64-1.74 (2H, m), 1.28-1.40 (1H, m), 0.97-1.08 (1H, m), 0.82 (3H, t, J=7.33 Hz); [α]D20° C.=−8.9° (c=1, EtOH). The yield is 89.0%. Reaction SMILES: Cl[C:2]1[C:7]2[N:8]=[C:9]([N:19]3[CH2:24][CH2:23][O:22][CH2:21][CH2:20]3)[N:10]=[C:11]([C:12]3[CH:17]=[CH:16][CH:15]=[C:14]([OH:18])[CH:13]=3)[C:6]=2[N:5]=[C:4]([C:25]([OH:27])=[O:26])[CH:3]=1.[CH3:28][O:29][CH2:30][CH2:31][NH:32][CH3:33]>CCN(C(C)C)C(C)C.O>[OH:18][C:14]1[CH:13]=[C:12]([C:11]2[C:6]3[N:5]=[C:4]([C:25]([OH:27])=[O:26])[CH:3]=[C:2]([N:32]([CH2:31][CH2:30][O:29][CH3:28])[CH3:33])[C:7]=3[N:8]=[C:9]([N:19]3[CH2:24][CH2:23][O:22][CH2:21][CH2:20]3)[N:10]=2)[CH:17]=[CH:16][CH:15]=1. The product is OC=1C=C(C=CC1)C=1C2=C(N=C(N1)N1CCOCC1)C(=CC(=N2)C(=O)O)N(C)CCOC (4-(3-Hydroxy-phenyl)-8-[(2-methoxy-ethyl)-methyl-amino]-2-morpholin-4-yl-pyrido[3,2-d]pyrimidine-6-carboxylic acid). Reported procedure: A mixture of Example 9 (0.1 g, 0.25 mmol) and N-(2-methoxyethyl)methyl amine (34 mg, 0.38 mmol) in DIEA (1 mL) and water (0.5 mL) was stirred at 170° C. for 2 hours. The two phases were separated and the aqueous layer concentrated in vacuo. Purification by column chromatography (increasing amount of MeOH in DCM) followed by washing with Et2O afforded the title compound as a yellow solid. Run in CCN(C(C)C)C(C)C (DIEA), O (water). Starting materials: ClC1=CC(=NC2=C1N=C(N=C2C2=CC(=CC=C2)O)N2CCOCC2)C(=O)O (8-Chloro-4-(3-hydroxyphenyl)-2-morpholin-4-ylpyrido[3,2-d]pyrimidine-6-carboxylic acid), COCCNC (N-(2-methoxyethyl)methyl amine). The reactants are C1(CCCC1)N1C(C(=CC2=C1N=C(N=C2)S(=O)C)F)=O (8-cyclopentyl-6-fluoro-2-methanesulfinyl-8H-pyrido[2,3-d]pyrimidin-7-one), C(C)(C)(C)OC(=O)N1CCN(CC1)C=1C=NC(=CC1)N (4-(6-Amino-pyridin-3-yl)-piperazine-1-carboxylic acid tert-butyl ester). The solvent is C1(=CC=CC=C1)C (toluene). Conditions: temperature 98 celsius. Yields the product C(C)(C)(C)OC(=O)N1CCN(CC1)C=1C=NC(=CC1)NC=1N=CC2=C(N1)N(C(C(=C2)F)=O)C2CCCC2 (4-[6-(8-cyclopentyl-6-fluoro-7-oxo-7,8-dihydro-pyrido[2,3-d]pyrimidin-2-ylamino)-pyridin-3-yl]-piperazine-1-carboxylic acid tert-butyl ester). Yield: 25.5%. RXN SMILES: [CH:1]1([N:6]2[C:11]3[N:12]=[C:13](S(C)=O)[N:14]=[CH:15][C:10]=3[CH:9]=[C:8]([F:19])[C:7]2=[O:20])[CH2:5][CH2:4][CH2:3][CH2:2]1.[C:21]([O:25][C:26]([N:28]1[CH2:33][CH2:32][N:31]([C:34]2[CH:35]=[N:36][C:37]([NH2:40])=[CH:38][CH:39]=2)[CH2:30][CH2:29]1)=[O:27])([CH3:24])([CH3:23])[CH3:22]>C1(C)C=CC=CC=1>[C:21]([O:25][C:26]([N:28]1[CH2:33][CH2:32][N:31]([C:34]2[CH:35]=[N:36][C:37]([NH:40][C:13]3[N:14]=[CH:15][C:10]4[CH:9]=[C:8]([F:19])[C:7](=[O:20])[N:6]([CH:1]5[CH2:5][CH2:4][CH2:3][CH2:2]5)[C:11]=4[N:12]=3)=[CH:38][CH:39]=2)[CH2:30][CH2:29]1)=[O:27])([CH3:24])([CH3:22])[CH3:23]. Procedure details: 8-Cyclopentyl-6-fluoro-2-methanesulfinyl-8H-pyrido[2,3-d]pyrimidin-7-one (2.0 g, 6.77 mmol, prepared accoring to Example 16) and 5 4-(6-Amino-pyridin-3-yl)-piperazine-1-carboxylic acid tert-butyl ester (6.0 g, 21 mmol) were added to toluene (8 ml) and heated to 98° C. for 18 hours. The mixture was filtered, washed with toluene and the solid suspended in diethyl ether. The mixture was filtered and the solid was dissolved in chloroform, washed with 1 N citric acid, brine and dried over anhydrous m...